From a dataset of the Open Reaction Database (ORD), a public repository of structured organic reaction records. describe an organic reaction: reactants, conditions, products, and yield The reactants are ClB(Cl)Cl, COc1ccc2cc(CN(C)C(=O)c3ccc(C4CCCCC4)cc3)ccc2c1Br, ClCCl, CCCC[N+](CCCC)(CCCC)CCCC, [I-], O. Yields the product CN(Cc1ccc2c(Br)c(O)ccc2c1)C(=O)c1ccc(C2CCCCC2)cc1. As a reaction SMILES: [B:1]([Cl:2])([Cl:3])[Cl:4].[Br:5][c:6]1[c:7]2[cH:8][cH:9][c:10]([CH2:18][N:19]([C:20]([c:21]3[cH:22][cH:23][c:24]([CH:27]4[CH2:28][CH2:29][CH2:30][CH2:31][CH2:32]4)[cH:25][cH:26]3)=[O:33])[CH3:34])[cH:11][c:12]2[cH:13][cH:14][c:15]1[O:16][CH3:17].[CH2:36]([Cl:37])[Cl:38].[CH2:40]([N+:41]([CH2:42][CH2:43][CH2:44][CH3:45])([CH2:46][CH2:47][CH2:48][CH3:49])[CH2:50][CH2:51][CH2:52][CH3:53])[CH2:54][CH2:55][CH3:56].[I-:39].[OH2:35]>>[Br:5][c:6]1[c:7]2[cH:8][cH:9][c:10]([CH2:18][N:19]([C:20]([c:21]3[cH:22][cH:23][c:24]([CH:27]4[CH2:28][CH2:29][CH2:30][CH2:31][CH2:32]4)[cH:25][cH:26]3)=[O:33])[CH3:34])[cH:11][c:12]2[cH:13][cH:14][c:15]1[OH:16]. The yield is 41.4%. Reaction SMILES: ClC(OCC(C)C)=O.CN1CCOCC1.[CH3:16][O:17][CH2:18][C:19]#[C:20][C:21]([OH:23])=O.[Br:24][C:25]1[CH:26]=[C:27]([NH:31][C:32]2[C:41]3[C:36](=[CH:37][CH:38]=[C:39]([NH2:42])[CH:40]=3)[N:35]=[CH:34][N:33]=2)[CH:28]=[CH:29][CH:30]=1>O1CCCC1.N1C=CC=CC=1>[Br:24][C:25]1[CH:26]=[C:27]([NH:31][C:32]2[C:41]3[C:36](=[CH:37][CH:38]=[C:39]([NH:42][C:21](=[O:23])[C:20]#[C:19][CH2:18][O:17][CH3:16])[CH:40]=3)[N:35]=[CH:34][N:33]=2)[CH:28]=[CH:29][CH:30]=1. Run at time 30 minute. Reactants: ClC(=O)OCC(C)C (Isobutyl chloroformate), CN1CCOCC1 (N-methylmorpholine), ice, COCC#CC(=O)O (4-methoxy-but-2-ynoic acid), BrC=1C=C(C=CC1)NC1=NC=NC2=CC=C(C=C12)N (N-(3-bromophenyl)-4,6-quinazolindiamine). Run in O1CCCC1 (tetrahydrofuran), N1=CC=CC=C1 (pyridine). Yields the product BrC=1C=C(C=CC1)NC1=NC=NC2=CC=C(C=C12)NC(C#CCOC)=O (4-Methoxy-but-2-ynoic acid [4-(3-bromo-phenylamino)-quinazolin-6-yl]-amide). Reported procedure: Isobutyl chloroformate (0.432 g, 3.2 mmol) and N-methylmorpholine (0.959 g, 9.48 mmol) were added to an ice cold solution of 0.720 g (6.32 mmol) of 4-methoxy-but-2-ynoic acid in 30 mL of tetrahydrofuran under nitrogen. After stirring for 30 min, a solution of 0.500 g of N-(3-bromophenyl)-4,6-quinazolindiamine in 8 mL of pyridine was added and the mixture was stirred for 2 hr at 0° C. The reaction was then quenched with ice water, poured into saturated sodium bicarbonate, and the product was extr...